Dataset: the Open Reaction Database (ORD), a public repository of structured organic reaction records. Task: describe an organic reaction: reactants, conditions, products, and yield Starting materials: ClC1=CC=C(C=C1)C=1N(C=CC1C#N)O (2-(p-chlorophenyl)-1-hydroxypyrrole-3-carbonitrile), O1CCCC1 (tetrahydrofuran), CC(C)([O-])C.[K+] (potassium tert-butoxide), CI (methyl iodide). Solvent: O (water). Conditions: time 30 minute. Product: ClC1=CC=C(C=C1)C=1N(C=CC1C#N)OC (2(p-Chlorophenyl)-1-methoxypyrrole-3-carbonitrile). The yield is 77.0%. As a reaction SMILES: [Cl:1][C:2]1[CH:7]=[CH:6][C:5]([C:8]2[N:9]([OH:15])[CH:10]=[CH:11][C:12]=2[C:13]#[N:14])=[CH:4][CH:3]=1.O1CCC[CH2:17]1.CC(C)([O-])C.[K+].CI>O>[Cl:1][C:2]1[CH:7]=[CH:6][C:5]([C:8]2[N:9]([O:15][CH3:17])[CH:10]=[CH:11][C:12]=2[C:13]#[N:14])=[CH:4][CH:3]=1 |f:2.3|. Reported procedure: To a stirred solution of 2-(p-chlorophenyl)-1-hydroxypyrrole-3-carbonitrile (2.88 g, 0.0132 mol) and anhydrous tetrahydrofuran is added potassium tert-butoxide (1.55 g, 0.0138 mol). After 30 minutes, methyl iodide (2.06 g, 0.9 mL, 0.0145 mol) is added and the resulting slurry is stirred at room temperature for 3 hours, diluted with water and extracted with ether. The combined ether extracts are washed sequentially with water and brine, dried over anhydrous magnesium sulfate and concentrated in v...